This data is from the Open Reaction Database (ORD), a public repository of structured organic reaction records. The task is: describe an organic reaction: reactants, conditions, products, and yield Starting materials: [Br-], C[Mg+], CCOCC, FC(F)(F)COc1cccnc1Cl, Cl[Ni]Cl, c1ccc(P(CCCP(c2ccccc2)c2ccccc2)c2ccccc2)cc1. The product is Cc1ncccc1OCC(F)(F)F. Reaction SMILES: [Br-:14].[CH3:15][Mg+:16].[CH3:17][CH2:18][O:19][CH2:20][CH3:21].[Cl:1][c:2]1[n:3][cH:4][cH:5][cH:6][c:7]1[O:8][CH2:9][C:10]([F:11])([F:12])[F:13].[Ni:22]([Cl:23])[Cl:24].[c:25]1([P:26]([c:27]2[cH:28][cH:29][cH:30][cH:31][cH:32]2)[CH2:33][CH2:34][CH2:35][P:36]([c:37]2[cH:38][cH:39][cH:40][cH:41][cH:42]2)[c:43]2[cH:44][cH:45][cH:46][cH:47][cH:48]2)[cH:49][cH:50][cH:51][cH:52][cH:53]1>>[c:2]1([CH3:15])[n:3][cH:4][cH:5][cH:6][c:7]1[O:8][CH2:9][C:10]([F:11])([F:12])[F:13]. RXN SMILES: [CH2:1]([NH:6][C:7]([NH:9][CH2:10][CH2:11][CH2:12][CH2:13][CH3:14])=[S:8])[CH2:2][CH2:3][CH2:4][CH3:5].[C:15]([C:20](O)=[O:21])#[C:16][C:17]([OH:19])=[O:18]>>[CH2:10]([N:9]1[C:20](=[O:21])[C:15](=[CH:16][C:17]([OH:19])=[O:18])[S:8][C:7]1=[N:6][CH2:1][CH2:2][CH2:3][CH2:4][CH3:5])[CH2:11][CH2:12][CH2:13][CH3:14]. Isolated yield 44.0%. The product is C(CCCC)N1C(SC(C1=O)=CC(=O)O)=NCCCCC ([3-Pentyl-2-(pentylimino)-4-oxo-5-thiazolidinylidene]acetic acid). Procedure details: Prepared by the method described in Example 1 from N,N'-dipentylthiourea (31.4 g, 150 mmoles) and acetylenedicarboxylic acid (17.1 g, 150 mmoles). Recrystallization from acetonitrile gave the product (20.6 g), mp 85°-88° C. Starting materials: C(CCCC)NC(=S)NCCCCC (N,N'-dipentylthiourea), C(#CC(=O)O)C(=O)O (acetylenedicarboxylic acid). Starting materials: CCO, NN, O=C1c2ccccc2C(=O)N1CCOc1cnc(F)cc1-c1cccc2cc(-c3nc(NCCn4ccnn4)ncc3F)sc12. The product is NCCOc1cnc(F)cc1-c1cccc2cc(-c3nc(NCCn4ccnn4)ncc3F)sc12. As a reaction SMILES: [CH3:48][CH2:49][OH:50].[NH2:1][NH2:2].[n:3]1([CH2:8][CH2:9][NH:10][c:11]2[n:12][cH:13][c:14]([F:47])[c:15](-[c:17]3[cH:18][c:19]4[c:20]([s:21]3)[c:22](-[c:26]3[c:27]([O:33][CH2:34][CH2:35][N:36]5[C:37](=[O:38])[c:39]6[c:40]([cH:41][cH:42][cH:43][cH:44]6)[C:45]5=[O:46])[cH:28][n:29][c:30]([F:32])[cH:31]3)[cH:23][cH:24][cH:25]4)[n:16]2)[n:4][n:5][cH:6][cH:7]1>>[n:3]1([CH2:8][CH2:9][NH:10][c:11]2[n:12][cH:13][c:14]([F:47])[c:15](-[c:17]3[cH:18][c:19]4[c:20]([s:21]3)[c:22](-[c:26]3[c:27]([O:33][CH2:34][CH2:35][NH2:36])[cH:28][n:29][c:30]([F:32])[cH:31]3)[cH:23][cH:24][cH:25]4)[n:16]2)[n:4][n:5][cH:6][cH:7]1. Reactants: C(C)(=O)C1=CC=C(S1)C1=CC=C(C=C1)[C@H](C)N1C(O[C@](CC1)(C1=CC=CC=C1)CCCO)=O ((R)-3-((S)-1-(4-(5-acetylthiophen-2-yl)phenyl)ethyl)-6-(3-hydroxypropyl)-6-phenyl-1,3-oxa-zinan-2-one), N (NH3), [BH4-].[Na+] (NaBH4). Reagents/catalysts: C(C)(C)O[Ti](OC(C)C)(OC(C)C)OC(C)C (tetraisopropoxytitanium). Solvent: CCO (EtOH), [NH4+].[OH-] (NH4OH). Run at time 24 hour. The product is NC(C)C1=CC=C(S1)C1=CC=C(C=C1)[C@H](C)N1C(O[C@](CC1)(C1=CC=CC=C1)CCCO)=O ((6R)-3-((1S)-1-(4-(5-(1-aminoethyl)thiophen-2-yl)phenyl)ethyl)-6-(3-hydroxypropyl)-6-phenyl-1,3-oxazinan-2-one). Yield: 3.0%. Reaction SMILES: [C:1]([C:4]1[S:8][C:7]([C:9]2[CH:14]=[CH:13][C:12]([C@@H:15]([N:17]3[CH2:22][CH2:21][C@:20]([CH2:29][CH2:30][CH2:31][OH:32])([C:23]4[CH:28]=[CH:27][CH:26]=[CH:25][CH:24]=4)[O:19][C:18]3=[O:33])[CH3:16])=[CH:11][CH:10]=2)=[CH:6][CH:5]=1)(=O)[CH3:2].[NH3:34].[BH4-].[Na+]>CCO.[NH4+].[OH-].C(O[Ti](OC(C)C)(OC(C)C)OC(C)C)(C)C>[NH2:34][CH:1]([C:4]1[S:8][C:7]([C:9]2[CH:14]=[CH:13][C:12]([C@@H:15]([N:17]3[CH2:22][CH2:21][C@:20]([CH2:29][CH2:30][CH2:31][OH:32])([C:23]4[CH:28]=[CH:27][CH:26]=[CH:25][CH:24]=4)[O:19][C:18]3=[O:33])[CH3:16])=[CH:11][CH:10]=2)=[CH:6][CH:5]=1)[CH3:2] |f:2.3,5.6|. Procedure: (R)-3-((S)-1-(4-(5-acetylthiophen-2-yl)phenyl)ethyl)-6-(3-hydroxypropyl)-6-phenyl-1,3-oxa-zinan-2-one (40 mg, 0.086 mmol) and tetraisopropoxytitanium (49 mg, 0.17 mmol) are stirred overnight in the solution of NH3 in EtOH. To this solution/paste was added NaBH4 and stirring another 24 h. The reaction was diluted with NH4OH and stirred for 1 h. The mixture was filtered through celite and rinsed with EtOAc. Water and EtOAc were added and the organic layer was separated. The aq layer is extracted w... The reactants are CN(C)c1ccccc1, COc1cc(=O)[nH]c2ccc(Cl)cc12, NN1CCCC1, O, O=P(Cl)(Cl)Cl. The product is COc1cc(Cl)nc2ccc(Cl)cc12. As a reaction SMILES: [CH3:21][N:22]([c:23]1[cH:24][cH:25][cH:26][cH:27][cH:28]1)[CH3:29].[Cl:7][c:8]1[cH:9][c:10]2[c:11]([O:19][CH3:20])[cH:12][c:13](=[O:18])[nH:14][c:15]2[cH:16][cH:17]1.[NH2:1][N:2]1[CH2:3][CH2:4][CH2:5][CH2:6]1.[OH2:35].[P:30]([Cl:31])([Cl:32])([Cl:33])=[O:34]>>[Cl:7][c:8]1[cH:9][c:10]2[c:11]([O:19][CH3:20])[cH:12][c:13]([Cl:32])[n:14][c:15]2[cH:16][cH:17]1.